From a dataset of the Open Reaction Database (ORD), a public repository of structured organic reaction records. describe an organic reaction: reactants, conditions, products, and yield Starting materials: ClC1=C(C=CC(=C1)Cl)CSC1=[N+](C=CC=C1)[O-] (2-(2,4-dichlorophenylmethylthio)pyridine N-oxide), C1=CC(=CC(=C1)Cl)C(=O)OO (MCPBA). Run in C(Cl)(Cl)Cl (chloroform), C(Cl)(Cl)Cl (chloroform). Conditions: time 16 hour. The product is ClC1=C(C=CC(=C1)Cl)CS(=O)C1=[N+](C=CC=C1)[O-] (2-(2,4-Dichlorophenylmethylsulfinyl)-pyridine N-oxide). Reaction SMILES: [Cl:1][C:2]1[CH:7]=[C:6]([Cl:8])[CH:5]=[CH:4][C:3]=1[CH2:9][S:10][C:11]1[CH:16]=[CH:15][CH:14]=[CH:13][N+:12]=1[O-:17].C1C=C(Cl)C=C(C(OO)=[O:26])C=1>C(Cl)(Cl)Cl>[Cl:1][C:2]1[CH:7]=[C:6]([Cl:8])[CH:5]=[CH:4][C:3]=1[CH2:9][S:10]([C:11]1[CH:16]=[CH:15][CH:14]=[CH:13][N+:12]=1[O-:17])=[O:26]. Reported procedure: A well stirred solution of 5.8 gms (0.02 mole) of 2-(2,4-dichlorophenylmethylthio)pyridine N-oxide in 50 ml of chloroform is treated at 0° - 10° with 4 gms (0.02 mole) MCPBA (85%) in 50 ml of chloroform. The mixture is allowed to rise to ambient and held for 16 hours. The reaction mixture is washed with saturated sodium bicarbonate, dried and evaporated to 5.5 gms (89% theory) of product. Melting point 138° - 141° C. Structure confirmed by IR and NMR. (IR N-O 1240 cm-1, SO 1050 cm-1) Starting materials: [BH4-], C1CCOC1, CO, [Na+], COC(=O)C1CC(Oc2ccc(-n3cnc4cc(C(=O)NCc5cccnc5)ccc43)cc2)C1. The product is O=C(NCc1cccnc1)c1ccc2c(c1)ncn2-c1ccc(OC2CC(CO)C2)cc1. As a reaction SMILES: [BH4-:35].[CH2:39]1[O:40][CH2:41][CH2:42][CH2:43]1.[CH3:37][OH:38].[Na+:36].[n:1]1[cH:2][c:3]([CH2:7][NH:8][C:9](=[O:10])[c:11]2[cH:12][c:13]3[c:14]([n:15](-[c:18]4[cH:19][cH:20][c:21]([O:22][CH:23]5[CH2:24][CH:25]([C:27](=[O:28])[O:29][CH3:30])[CH2:26]5)[cH:31][cH:32]4)[cH:16][n:17]3)[cH:33][cH:34]2)[cH:4][cH:5][cH:6]1>>[n:1]1[cH:2][c:3]([CH2:7][NH:8][C:9](=[O:10])[c:11]2[cH:12][c:13]3[c:14]([n:15](-[c:18]4[cH:19][cH:20][c:21]([O:22][CH:23]5[CH2:24][CH:25]([CH2:27][OH:28])[CH2:26]5)[cH:31][cH:32]4)[cH:16][n:17]3)[cH:33][cH:34]2)[cH:4][cH:5][cH:6]1. The reactants are C(#N)NC(SC)=NCCSCC1=C(N=CN1)C (N-cyano-N'-{2-[(4-methyl-5-imidazolyl)methylthio]ethyl}-S-methyl isothiourea), C(C#C)N (propargyl amine). Solvent: C(C)#N (acetonitrile). Product: C(#N)NC(=NCC#C)NCCSCC1=C(N=CN1)C (N-Cyano-N'-{2-[(4-methyl-5-imidazolyl)methylthio]ethyl}-N"-propargylguanidine). Isolated yield 116.4%. RXN SMILES: [C:1]([NH:3][C:4](=[N:7][CH2:8][CH2:9][S:10][CH2:11][C:12]1[NH:16][CH:15]=[N:14][C:13]=1[CH3:17])SC)#[N:2].[CH2:18]([NH2:21])[C:19]#[CH:20]>C(#N)C>[C:1]([NH:3][C:4]([NH:7][CH2:8][CH2:9][S:10][CH2:11][C:12]1[NH:16][CH:15]=[N:14][C:13]=1[CH3:17])=[N:21][CH2:18][C:19]#[CH:20])#[N:2]. Procedure: A mixture of N-cyano-N'-{2-[(4-methyl-5-imidazolyl)methylthio]ethyl}-S-methyl isothiourea (3.00 g, 0.0111 mole) and propargyl amine (2.50 g, 0.045 mole) in acetonitrile (60 ml) was stirred at reflux for 65 hours, and then was heated in a stainless steel pressure vessel at 120°-130° for 38 hours. The reaction mixture was cooled, decanted from a tar, and the evaporated to leave a gum (3.57 g). This material was placed on silica gel (100-200 mesh) and eluted with a mixture of methylene chloride (97...